This data is from the Open Reaction Database (ORD), a public repository of structured organic reaction records. The task is: describe an organic reaction: reactants, conditions, products, and yield Starting materials: O=[N+]([O-])c1ccc(OCC2CCCO2)c([N+](=O)[O-])c1, [NH4+], S. Product: Nc1cc([N+](=O)[O-])ccc1OCC1CCCO1. As a reaction SMILES: [CH2:1]([CH:2]1[CH2:3][CH2:4][CH2:5][O:6]1)[O:7][c:8]1[c:9]([N+:17]([O-:18])=[O:19])[cH:10][c:11]([N+:14](=[O:15])[O-:16])[cH:12][cH:13]1.[NH4+:21].[SH2:20]>>[CH2:1]([CH:2]1[CH2:3][CH2:4][CH2:5][O:6]1)[O:7][c:8]1[c:9]([NH2:17])[cH:10][c:11]([N+:14](=[O:15])[O-:16])[cH:12][cH:13]1. The reactants are ClC1=NN=C(C2=C1C=C1C=CC=CN21)C (1-chloro-4-methylpyridazino[4,5-b]indolizine), CN1CCN(CC1)CCCN (4-methyl-1-(3-aminopropyl)piperazine). The product is CC=1N=NC(=C2C=C3C=CC=CN3C21)NCCCN2CCN(CC2)C (4-Methyl-N-[4'-methyl(1-piperazinyl)propyl]pyridazino[4,5-b]indolizin-1-amine). RXN SMILES: Cl[C:2]1[C:7]2[CH:8]=[C:9]3[N:14]([C:6]=2[C:5]([CH3:15])=[N:4][N:3]=1)[CH:13]=[CH:12][CH:11]=[CH:10]3.[CH3:16][N:17]1[CH2:22][CH2:21][N:20]([CH2:23][CH2:24][CH2:25][NH2:26])[CH2:19][CH2:18]1>>[CH3:15][C:5]1[N:4]=[N:3][C:2]([NH:26][CH2:25][CH2:24][CH2:23][N:20]2[CH2:19][CH2:18][N:17]([CH3:16])[CH2:22][CH2:21]2)=[C:7]2[C:6]=1[N:14]1[C:9]([CH:10]=[CH:11][CH:12]=[CH:13]1)=[CH:8]2. Procedure: Following the procedure of Example 1, reaction of one equivalent of 1-chloro-4-methylpyridazino[4,5-b]indolizine and 10 equivalents of 4-methyl-1-(3-aminopropyl)piperazine at 150° C. gave the title compound as the free base (yellow solid, 16% of theory) after purification by HPLC and trituration with i-propylether, mp 60° C. (foams). The free base was converted to the trihydrochloride salt mp. 280° C., 275° C. shrink (hydroscopic). Reactants: BrC=1C=C2C(=CC(=NC2=CC1)C1=CC(=CC=C1)F)NC (N-[6-bromo-2-(3-fluorophenyl)4-quinolinyl]-N-methylamine), ClC=1C=C(C=C(C1)Cl)B(O)O (3,5-dichlorophenylboronic acid), C([O-])([O-])=O.[Na+].[Na+] (Sodium carbonate). The reagents and catalysts are C=1C=CC(=CC1)/C=C/C(=O)/C=C/C2=CC=CC=C2.C=1C=CC(=CC1)/C=C/C(=O)/C=C/C2=CC=CC=C2.C=1C=CC(=CC1)/C=C/C(=O)/C=C/C2=CC=CC=C2.[Pd].[Pd] (tris(dibenzylideneacetone)dipalladium). Solvent: O (water), CN1C(CCC1)=O (N-methyl-2-pyrrolidinone), CN1C(CCC1)=O (N-methyl-2-pyrrolidinone), CO (methanol). Conditions: temperature 80 celsius. Product: ClC=1C=C(C=C(C1)Cl)C=1C=C2C(=CC(=NC2=CC1)C1=CC(=CC=C1)F)NC (6-(3.5-Dichlorophenyl)-2-(3-fluorophenyl)N-methyl-4-quinolinamine). Reaction SMILES: Br[C:2]1[CH:3]=[C:4]2[C:9](=[CH:10][CH:11]=1)[N:8]=[C:7]([C:12]1[CH:17]=[CH:16][CH:15]=[C:14]([F:18])[CH:13]=1)[CH:6]=[C:5]2[NH:19][CH3:20].[Cl:21][C:22]1[CH:23]=[C:24](B(O)O)[CH:25]=[C:26]([Cl:28])[CH:27]=1.C(=O)([O-])[O-].[Na+].[Na+]>CN1CCCC1=O.O.CO.C1C=CC(/C=C/C(/C=C/C2C=CC=CC=2)=O)=CC=1.C1C=CC(/C=C/C(/C=C/C2C=CC=CC=2)=O)=CC=1.C1C=CC(/C=C/C(/C=C/C2C=CC=CC=2)=O)=CC=1.[Pd].[Pd]>[Cl:21][C:22]1[CH:23]=[C:24]([C:2]2[CH:3]=[C:4]3[C:9](=[CH:10][CH:11]=2)[N:8]=[C:7]([C:12]2[CH:17]=[CH:16][CH:15]=[C:14]([F:18])[CH:13]=2)[CH:6]=[C:5]3[NH:19][CH3:20])[CH:25]=[C:26]([Cl:28])[CH:27]=1 |f:2.3.4,8.9.10.11.12|. Procedure: To 0.4 g. (1.2 mmole) of N-[6-bromo-2-(3-fluorophenyl)4-quinolinyl]-N-methylamine was added 0.275 g. (1.45 mmole) of 3,5-dichlorophenylboronic acid and a catalytic amount of tris(dibenzylideneacetone)dipalladium (0), 0.0109 g. (0.012 mmole). The mixture was dissolved in 7 mL of N-methyl-2-pyrrolidinone. Sodium carbonate, 0.105 g. (1.45 mmole) was dissolved in a minimal amount of water and added in one portion to the N-methyl-2-pyrrolidinone reaction solution. The mixture was heated to 80° C. for... The reactants are CC#N, O=C(Cl)CCl, Cn1cc(Cl)c2c1C(=O)Nc1ccccc1N2. The product is Cn1cc(Cl)c2c1C(=O)Nc1ccccc1N2C(=O)CCl. As a reaction SMILES: [CH3:23][C:24]#[N:25].[Cl:18][CH2:19][C:20](=[O:21])[Cl:22].[Cl:1][c:2]1[cH:3][n:4]([CH3:17])[c:5]2[c:6]1[NH:7][c:8]1[c:9]([cH:13][cH:14][cH:15][cH:16]1)[NH:10][C:11]2=[O:12]>>[Cl:1][c:2]1[cH:3][n:4]([CH3:17])[c:5]2[c:6]1[N:7]([C:20]([CH2:19][Cl:18])=[O:21])[c:8]1[c:9]([cH:13][cH:14][cH:15][cH:16]1)[NH:10][C:11]2=[O:12]. The reactants are ClC1=NC=CC(=N1)N1C(OC[C@@H]1C(C)C)=O ((S)-3-(2-chloropyrimidin-4-yl)-4-isopropyloxazolidin-2-one), Cl.FC1=CC=C(C=C1)N1N=CC(=C1)C(C)N (1-(1-(4-fluorophenyl)-1H-pyrazol-4-yl)ethanamine hydrochloride), CCN(C(C)C)C(C)C (iPr2NEt). The solvent is CS(=O)C (DMSO), CCOC(=O)C (EtOAc). The product is FC1=CC=C(C=C1)N1N=CC(=C1)[C@@H](C)NC1=NC=CC(=N1)N1C(OC[C@@H]1C(C)C)=O ((S)-3-(2-((R)-1-(1-(4-fluorophenyl)-1H-pyrazol-4-yl)ethylamino)pyrimidin-4-yl)-4-isopropyloxazolidin-2-one), FC1=CC=C(C=C1)N1N=CC(=C1)[C@H](C)NC1=NC=CC(=N1)N1C(OC[C@@H]1C(C)C)=O ((S)-3-(2-((S)-1-(1-(4-fluorophenyl)-1H-pyrazol-4-yl)ethylamino)pyrimidin-4-yl)-4-isopropyloxazolidin-2-one). Reaction SMILES: Cl[C:2]1[N:7]=[C:6]([N:8]2[C@@H:12]([CH:13]([CH3:15])[CH3:14])[CH2:11][O:10][C:9]2=[O:16])[CH:5]=[CH:4][N:3]=1.Cl.[F:18][C:19]1[CH:24]=[CH:23][C:22]([N:25]2[CH:29]=[C:28]([CH:30]([NH2:32])[CH3:31])[CH:27]=[N:26]2)=[CH:21][CH:20]=1.CCN(C(C)C)C(C)C>CS(C)=O.CCOC(C)=O>[F:18][C:19]1[CH:20]=[CH:21][C:22]([N:25]2[CH:29]=[C:28]([C@H:30]([NH:32][C:2]3[N:7]=[C:6]([N:8]4[C@@H:12]([CH:13]([CH3:15])[CH3:14])[CH2:11][O:10][C:9]4=[O:16])[CH:5]=[CH:4][N:3]=3)[CH3:31])[CH:27]=[N:26]2)=[CH:23][CH:24]=1.[F:18][C:19]1[CH:20]=[CH:21][C:22]([N:25]2[CH:29]=[C:28]([C@@H:30]([NH:32][C:2]3[N:7]=[C:6]([N:8]4[C@@H:12]([CH:13]([CH3:15])[CH3:14])[CH2:11][O:10][C:9]4=[O:16])[CH:5]=[CH:4][N:3]=3)[CH3:31])[CH:27]=[N:26]2)=[CH:23][CH:24]=1 |f:1.2|. Reported procedure: A solution of (S)-3-(2-chloropyrimidin-4-yl)-4-isopropyloxazolidin-2-one (98 mg, 0.41 mmol), 1-(1-(4-fluorophenyl)-1H-pyrazol-4-yl)ethanamine hydrochloride (502 mg, 2.08 mmol, 5.1 equiv) and iPr2NEt (0.637 mL, 3.65 mmol, 9.0 equiv) in DMSO (1.5 mL) was heated at 110° C. for 16 h. The reaction mixture was diluted with EtOAc (8 mL) and washed with water (30 mL). After separation, the aqueous phase was extracted with EtOAc (3×8 mL). Combined organics were dried over Na2SO4, filtered and concentrate... Starting materials: CC(=O)O[BH-](OC(C)=O)OC(C)=O, CCNCC, ClCCl, CC(=O)O, CN(C)C=O, COc1cc(Nc2c(C#N)cnc3cc(-c4ccc(C=O)cc4)ccc23)c(Cl)cc1Cl, [Na+]. The product is CCN(CC)Cc1ccc(-c2ccc3c(Nc4cc(OC)c(Cl)cc4Cl)c(C#N)cnc3c2)cc1. Reaction SMILES: [C:37]([O:38][BH-:39]([O:40][C:41](=[O:42])[CH3:43])[O:44][C:45](=[O:46])[CH3:47])(=[O:48])[CH3:49].[CH2:1]([CH3:2])[NH:3][CH2:4][CH3:5].[CH2:55]([Cl:56])[Cl:57].[CH3:51][C:52](=[O:53])[OH:54].[CH3:58][N:59]([CH3:60])[CH:61]=[O:62].[Cl:6][c:7]1[c:8]([NH:9][c:10]2[c:11]([C:28]#[N:29])[cH:12][n:13][c:14]3[cH:15][c:16](-[c:20]4[cH:21][cH:22][c:23]([CH:26]=[O:27])[cH:24][cH:25]4)[cH:17][cH:18][c:19]23)[cH:30][c:31]([O:35][CH3:36])[c:32]([Cl:34])[cH:33]1.[Na+:50]>>[CH2:1]([CH3:2])[N:3]([CH2:4][CH3:5])[CH2:26][c:23]1[cH:22][cH:21][c:20](-[c:16]2[cH:15][c:14]3[n:13][cH:12][c:11]([C:28]#[N:29])[c:10]([NH:9][c:8]4[c:7]([Cl:6])[cH:33][c:32]([Cl:34])[c:31]([O:35][CH3:36])[cH:30]4)[c:19]3[cH:18][cH:17]2)[cH:25][cH:24]1.